From a dataset of the Open Reaction Database (ORD), a public repository of structured organic reaction records. describe an organic reaction: reactants, conditions, products, and yield Reactants: C(C)(C)(C)C1=CC=C(C=C1)N1C(N(CC1)C1=CC=C(C=C1)CO)=O (1-(4-tert-butylphenyl)-3-(4-(hydroxymethyl)phenyl)imidazolidin-2-one), C[N+]1(CCOCC1)[O-] (4-methylmorpholine N-oxide), C(CC)[N+](CCC)(CCC)CCC (tetrapropylammonium). Solvent: C(C)#N (acetonitrile). Run at time 3 hour. Product: C(C)(C)(C)C1=CC=C(C=C1)N1C(N(CC1)C1=CC=C(C=O)C=C1)=O (4-(3-(4-tert-Butylphenyl)-2-oxoimidazolidin-1-yl)benzaldehyde). RXN SMILES: [C:1]([C:5]1[CH:10]=[CH:9][C:8]([N:11]2[CH2:15][CH2:14][N:13]([C:16]3[CH:21]=[CH:20][C:19]([CH2:22][OH:23])=[CH:18][CH:17]=3)[C:12]2=[O:24])=[CH:7][CH:6]=1)([CH3:4])([CH3:3])[CH3:2].C[N+]1([O-])CCOCC1.C([N+](CCC)(CCC)CCC)CC>C(#N)C>[C:1]([C:5]1[CH:6]=[CH:7][C:8]([N:11]2[CH2:15][CH2:14][N:13]([C:16]3[CH:17]=[CH:18][C:19]([CH:22]=[O:23])=[CH:20][CH:21]=3)[C:12]2=[O:24])=[CH:9][CH:10]=1)([CH3:4])([CH3:2])[CH3:3]. Procedure details: A mixture of 1-(4-tert-butylphenyl)-3-(4-(hydroxymethyl)phenyl)imidazolidin-2-one (100 mg, 0.31 mmol), 4-methylmorpholine N-oxide (72 mg, 0.62 mmol), and 4 A molecular sieves (100 mg) in 10 ml of acetonitrile was treated with tetrapropylammonium perruthnate and the resulting mixture was stirred at room temperature for 3 hours. The solids were filtered and the filtrated was concentrated. The residue was purified on ISCO system (2% methanol in dichloromethane) to give a pure product as a white cry... Reactants: FC(S(=O)(=O)OC1=CC2=C(C(C=CO2)=O)C=C1)(F)F (7-[(Trifluoromethylsulfonyl)oxy]-benzopyran-4-one), C(C1=CC=CC=C1)=O (benzaldehyde), N1CCCC1 (pyrrolidine). The solvent is CO (methanol). Run at time 8 hour. Yields the product FC(S(=O)(=O)OC1=CC2=C(C(C(=CO2)CC2=CC=CC=C2)=O)C=C1)(F)F (7-[(Trifluoromethylsulfonyl)oxy]-3-phenylmethyl-benzopyran-4-one). Isolated yield 75.0%. RXN SMILES: [F:1][C:2]([F:19])([F:18])[S:3]([O:6][C:7]1[CH:17]=[CH:16][C:10]2[C:11](=[O:15])[CH:12]=[CH:13][O:14][C:9]=2[CH:8]=1)(=[O:5])=[O:4].[CH:20](=O)[C:21]1[CH:26]=[CH:25][CH:24]=[CH:23][CH:22]=1.N1CCCC1>CO>[F:19][C:2]([F:1])([F:18])[S:3]([O:6][C:7]1[CH:17]=[CH:16][C:10]2[C:11](=[O:15])[C:12]([CH2:20][C:21]3[CH:26]=[CH:25][CH:24]=[CH:23][CH:22]=3)=[CH:13][O:14][C:9]=2[CH:8]=1)(=[O:5])=[O:4]. Reported procedure: To a stirred solution of the product of Step C (27 g, 91.2 mmole) in 183 mL of methanol was added benzaldehyde (11.1 mL, 109 mmole) followed by pyrrolidine (9.1 mL, 109 mmole). The mixture was stirred at room temperature overnight, cooled to 0° C. and filtered. The solid was washed once with 50 mL of ice-cold methanol and then dried in vacuo; 35.2 g, (75% yield) of the title product was recovered. M.P. 133°-135° C.